Dataset: the Open Reaction Database (ORD), a public repository of structured organic reaction records. Task: describe an organic reaction: reactants, conditions, products, and yield Product: CC(C)(C)OC(=O)N1CCC(O)(c2ccncc2)C1. The reactants are Brc1ccncc1, [Li]CCCC, CCCCCC, Cl, CC(C)(C)OC(=O)N1CCC(=O)C1. As a reaction SMILES: [Br:7][c:8]1[cH:9][cH:10][n:11][cH:12][cH:13]1.[CH2:1]([Li:2])[CH2:3][CH2:4][CH3:5].[CH3:27][CH2:28][CH2:29][CH2:30][CH2:31][CH3:32].[ClH:6].[O:14]=[C:15]1[CH2:16][N:17]([C:20](=[O:21])[O:22][C:23]([CH3:24])([CH3:25])[CH3:26])[CH2:18][CH2:19]1>>[c:8]1([C:15]2([OH:14])[CH2:16][N:17]([C:20](=[O:21])[O:22][C:23]([CH3:24])([CH3:25])[CH3:26])[CH2:18][CH2:19]2)[cH:9][cH:10][n:11][cH:12][cH:13]1. Starting materials: CCN=C=NCCCN(C)C (EDAC), FC1=NC(=CC=C1C(=O)O)F (2,6-difluoropyridine-3-carboxylic acid), C=1C=CC2=C(C1)N=NN2O (HOBt), FC1=NC=CC=C1C(=O)O (2-fluoropyridine-3-carboxylic acid), C(C)(C)(C)NC1=CC=CC=C1 (t-butylaniline), CCN(C(C)C)C(C)C (DIEA). Run in C(Cl)Cl (CH2Cl2). Reaction conditions: time 1 hour. Yields the product FC1=NC(=CC=C1C(=O)NC1=CC=C(C=C1)C(C)(C)C)F ((2,6-difluoro(3-pyridyl))-N-[4-(tert-butyl)phenyl]-carboxamide). RXN SMILES: [F:1][C:2]1[C:7]([C:8]([OH:10])=O)=[CH:6][CH:5]=[C:4]([F:11])[N:3]=1.F[C:13]1[C:18]([C:19](O)=O)=[CH:17]C=CN=1.C([NH:26][C:27]1[CH:32]=[CH:31][CH:30]=[CH:29][CH:28]=1)(C)(C)C.C1C=CC2N(O)N=NC=2C=1.CCN=C=NCCCN(C)C.CCN(C(C)C)C(C)C>C(Cl)Cl>[F:1][C:2]1[C:7]([C:8]([NH:26][C:27]2[CH:28]=[CH:29][C:30]([C:18]([CH3:19])([CH3:13])[CH3:17])=[CH:31][CH:32]=2)=[O:10])=[CH:6][CH:5]=[C:4]([F:11])[N:3]=1. Reported procedure: A solution of 2,6-difluoropyridine-3-carboxylic acid (prepared similar to that described for 2-fluoropyridine-3-carboxylic acid, Example 64) (3.2 g, 20 mmol), t-butylaniline 11 (3.0 g, 20 mmol), HOBt (2.6 g, 20 mmol), EDAC (8 g, 40 mmol), and DIEA (8 mL) in CH2Cl2 (80 mL) was stirred at RT for 1 h. The mixture was washed with aq. NaHCO3 and brine. The organic solution was dried over Na2SO4 and concentrated in vacuo. The residue was purified via flash chromatography on silica (Hex:EtOAc=4:1) to g... Starting materials: CC[Si](CC)(CC)OC(c1ccc2c(c1)CC(C)N2)(C(F)(F)F)C(F)(F)F, CCOCC, CC#N, [Cl-], [NH4+], c1ccc(C2CO2)cc1. Product: CC[Si](CC)(CC)OC(c1ccc2c(c1)CC(C)N2C(CO)c1ccccc1)(C(F)(F)F)C(F)(F)F. As a reaction SMILES: [CH3:1][CH:2]1[NH:3][c:4]2[cH:5][cH:6][c:7]([C:11]([C:12]([F:13])([F:14])[F:15])([C:16]([F:17])([F:18])[F:19])[O:20][Si:21]([CH2:22][CH3:23])([CH2:24][CH3:25])[CH2:26][CH3:27])[cH:8][c:9]2[CH2:10]1.[CH3:37][CH2:38][O:39][CH2:40][CH3:41].[CH3:44][C:45]#[N:46].[Cl-:42].[NH4+:43].[c:28]1([CH:34]2[O:35][CH2:36]2)[cH:29][cH:30][cH:31][cH:32][cH:33]1>>[CH3:1][CH:2]1[N:3]([CH:34]([c:28]2[cH:29][cH:30][cH:31][cH:32][cH:33]2)[CH2:36][OH:35])[c:4]2[cH:5][cH:6][c:7]([C:11]([C:12]([F:13])([F:14])[F:15])([C:16]([F:17])([F:18])[F:19])[O:20][Si:21]([CH2:22][CH3:23])([CH2:24][CH3:25])[CH2:26][CH3:27])[cH:8][c:9]2[CH2:10]1. The reactants are Brc1cncnc1, O=C([O-])[O-], CNC1CCCCC1NC, ClCCl, [Cs+], [Cs+], [Cu]I, COc1cccc2c1nc(C(F)F)n2-c1nc(N2CCOCC2)nc2[nH]cnc12, CN(C)C=O. The product is COc1cccc2c1nc(C(F)F)n2-c1nc(N2CCOCC2)nc2c1ncn2-c1cncnc1. As a reaction SMILES: [Br:40][c:41]1[cH:42][n:43][cH:44][n:45][cH:46]1.[C:47](=[O:48])([O-:49])[O-:50].[CH3:1][NH:2][CH:3]1[CH2:4][CH2:5][CH2:6][CH2:7][CH:8]1[NH:9][CH3:10].[Cl:58][CH2:59][Cl:60].[Cs+:51].[Cs+:52].[Cu:61][I:62].[F:11][CH:12]([c:13]1[n:14][c:15]2[c:16]([n:17]1-[c:18]1[c:19]3[n:20][cH:21][nH:22][c:23]3[n:24][c:25]([N:27]3[CH2:28][CH2:29][O:30][CH2:31][CH2:32]3)[n:26]1)[cH:33][cH:34][cH:35][c:36]2[O:37][CH3:38])[F:39].[O:53]=[CH:54][N:55]([CH3:56])[CH3:57]>>[F:11][CH:12]([c:13]1[n:14][c:15]2[c:16]([n:17]1-[c:18]1[c:19]3[n:20][cH:21][n:22](-[c:41]4[cH:42][n:43][cH:44][n:45][cH:46]4)[c:23]3[n:24][c:25]([N:27]3[CH2:28][CH2:29][O:30][CH2:31][CH2:32]3)[n:26]1)[cH:33][cH:34][cH:35][c:36]2[O:37][CH3:38])[F:39]. The reactants are CCOC(=O)CN1C(=O)C(CCc2ccc3c(n2)NCCC3)CC1Cc1ccccc1, Cl. The product is Cl, O=C(O)CN1C(=O)C(CCc2ccc3c(n2)NCCC3)CC1Cc1ccccc1. As a reaction SMILES: [CH2:1]([CH3:2])[O:3][C:4]([CH2:5][N:6]1[C:7](=[O:30])[CH:8]([CH2:18][CH2:19][c:20]2[n:21][c:22]3[c:27]([cH:28][cH:29]2)[CH2:26][CH2:25][CH2:24][NH:23]3)[CH2:9][CH:10]1[CH2:11][c:12]1[cH:13][cH:14][cH:15][cH:16][cH:17]1)=[O:31].[ClH:32]>>[ClH:32].[O:3]=[C:4]([CH2:5][N:6]1[C:7](=[O:30])[CH:8]([CH2:18][CH2:19][c:20]2[n:21][c:22]3[c:27]([cH:28][cH:29]2)[CH2:26][CH2:25][CH2:24][NH:23]3)[CH2:9][CH:10]1[CH2:11][c:12]1[cH:13][cH:14][cH:15][cH:16][cH:17]1)[OH:31]. The reactants are OC1=C(C=S)C=C(C=C1)C (2-Hydroxy-5-methylthiobenzaldehyde), BrCC1CC1 (bromomethylcyclopropane). Product: C1(CC1)COC1=C(C=S)C=C(C=C1)C (2-cyclopropylmethoxy-5-methylthiobenzaldehyde). As a reaction SMILES: [OH:1][C:2]1[CH:9]=[CH:8][C:7]([CH3:10])=[CH:6][C:3]=1[CH:4]=[S:5].Br[CH2:12][CH:13]1[CH2:15][CH2:14]1>>[CH:13]1([CH2:12][O:1][C:2]2[CH:9]=[CH:8][C:7]([CH3:10])=[CH:6][C:3]=2[CH:4]=[S:5])[CH2:15][CH2:14]1. Procedure: 2-Hydroxy-5-methylthiobenzaldehyde was alkylated with bromomethylcyclopropane using a similar method to that of reference example 4 to give 2-cyclopropylmethoxy-5-methylthiobenzaldehyde.